This data is from the Open Reaction Database (ORD), a public repository of structured organic reaction records. The task is: describe an organic reaction: reactants, conditions, products, and yield The product is CC(C)OC(=O)N1CCC(Oc2ccnc3c(Cl)cccc23)CC1. Reaction SMILES: [CH2:16]1[O:17][CH2:18][CH2:19][CH2:20]1.[CH:3]([CH3:4])([CH3:5])[O:6][C:7](=[O:8])[N:9]1[CH2:10][CH2:11][CH:12]([OH:15])[CH2:13][CH2:14]1.[Cl:21][c:22]1[cH:23][cH:24][n:25][c:26]2[c:27]([Cl:32])[cH:28][cH:29][cH:30][c:31]12.[Cl:33][CH2:34][Cl:35].[H-:2].[Na+:1]>>[CH:3]([CH3:4])([CH3:5])[O:6][C:7](=[O:8])[N:9]1[CH2:10][CH2:11][CH:12]([O:15][c:22]2[cH:23][cH:24][n:25][c:26]3[c:27]([Cl:32])[cH:28][cH:29][cH:30][c:31]23)[CH2:13][CH2:14]1. Starting materials: C1CCOC1, CC(C)OC(=O)N1CCC(O)CC1, Clc1ccnc2c(Cl)cccc12, ClCCl, [H-], [Na+]. Reactants: COC=1C=CC2=C(SC(=C2C(=O)C2=CC=C(C=C2)OCC(CN2CC(CCC2)C)O)C2=CC=C(C=C2)OC)C1 ([6-Methoxy-2-(4-methoxyphenyl)benzo[b]thiophen-3-yl][4-(2-hydroxy-3-[3-methylpiperidinyl]propoxy)phenyl]methanone), C(C)S (ethanethiol), [Cl-].[Al+3].[Cl-].[Cl-] (aluminum chloride). The product is OC=1C=CC2=C(SC(=C2C(=O)C2=CC=C(C=C2)OCC(CN2CC(CCC2)C)O)C2=CC=C(C=C2)O)C1 ([6-Hydroxy-2-(4-Hydroxyphenyl)benzo[b]thiophen-3-yl][4-(2-Hydroxy-3-[3-Methylpiperidinyl]propoxy)phenyl]methanone). Yield: 65.7%. As a reaction SMILES: C[O:2][C:3]1[CH:4]=[CH:5][C:6]2[C:10]([C:11]([C:13]3[CH:18]=[CH:17][C:16]([O:19][CH2:20][CH:21]([OH:30])[CH2:22][N:23]4[CH2:28][CH2:27][CH2:26][CH:25]([CH3:29])[CH2:24]4)=[CH:15][CH:14]=3)=[O:12])=[C:9]([C:31]3[CH:36]=[CH:35][C:34]([O:37]C)=[CH:33][CH:32]=3)[S:8][C:7]=2[CH:39]=1.C(S)C.[Cl-].[Al+3].[Cl-].[Cl-]>>[OH:2][C:3]1[CH:4]=[CH:5][C:6]2[C:10]([C:11]([C:13]3[CH:14]=[CH:15][C:16]([O:19][CH2:20][CH:21]([OH:30])[CH2:22][N:23]4[CH2:28][CH2:27][CH2:26][CH:25]([CH3:29])[CH2:24]4)=[CH:17][CH:18]=3)=[O:12])=[C:9]([C:31]3[CH:32]=[CH:33][C:34]([OH:37])=[CH:35][CH:36]=3)[S:8][C:7]=2[CH:39]=1 |f:2.3.4.5|. Procedure: [6-Methoxy-2-(4-methoxyphenyl)benzo[b]thiophen-3-yl][4-(2-hydroxy-3-[3-methylpiperidinyl]propoxy)phenyl]methanone (540 mg, 1.0 mmol) was converted to 340 mg of the title compound by the procedure of Example 32 using 360 mg (4.9 mmol) of ethanethiol and aluminum chloride. Reactants: C1CCOC1, COC(=O)CCC(C(N)=O)N1Cc2c(O)cccc2C1=O, COc1cccc(CO)c1, CC(C)OC(=O)N=NC(=O)OC(C)C. The product is COC(=O)CCC(C(N)=O)N1Cc2c(OCc3cccc(OC)c3)cccc2C1=O. RXN SMILES: [CH2:46]1[O:47][CH2:48][CH2:49][CH2:50]1.[CH3:1][O:2][C:3]([CH2:4][CH2:5][CH:6]([N:7]1[C:8](=[O:17])[c:9]2[cH:10][cH:11][cH:12][c:13]([OH:16])[c:14]2[CH2:15]1)[C:18]([NH2:19])=[O:20])=[O:21].[CH3:36][O:37][c:38]1[cH:39][c:40]([CH2:44][OH:45])[cH:41][cH:42][cH:43]1.[N:22]([C:23]([O:24][CH:25]([CH3:26])[CH3:27])=[O:28])=[N:29][C:30]([O:31][CH:32]([CH3:33])[CH3:34])=[O:35]>>[CH3:1][O:2][C:3]([CH2:4][CH2:5][CH:6]([N:7]1[C:8](=[O:17])[c:9]2[cH:10][cH:11][cH:12][c:13]([O:16][CH2:44][c:40]3[cH:39][c:38]([O:37][CH3:36])[cH:43][cH:42][cH:41]3)[c:14]2[CH2:15]1)[C:18]([NH2:19])=[O:20])=[O:21]. Starting materials: CC1(OB(OC1(C)C)C1=CC=C(C=C1)C=1SC=CC1NS(=O)(=O)C(C)C)C (propane-2-sulfonic acid{2-[4-(4,4,5,5-tetramethyl-[1,3,2]dioxaborolan-2-yl)-phenyl]-thiophen-3-yl}-amide), C(C)OC(C1=CC=C(C=C1)I)=O (4-iodo-benzoic acid ethyl ester), C(=O)([O-])[O-].[Na+].[Na+].O (Na2CO3 water), COCCOC (DME). Reagents/catalysts: C=1C=CC(=CC1)[P](C=2C=CC=CC2)(C=3C=CC=CC3)[Pd]([P](C=4C=CC=CC4)(C=5C=CC=CC5)C=6C=CC=CC6)([P](C=7C=CC=CC7)(C=8C=CC=CC8)C=9C=CC=CC9)[P](C=1C=CC=CC1)(C=1C=CC=CC1)C=1C=CC=CC1 (Pd(PPh3)4). Yields the product C(C)OC(=O)C1=C(C=C(C=C1)C1=CC=CC=C1)C=1SC=CC1NS(=O)(=O)C(C)C (3-(Propane-2-sulfonylamino-thiophen-2-yl]-biphenyl-4-carboxylic acid ethyl ester). Reaction SMILES: CC1(C)C(C)(C)OB([C:9]2[CH:14]=[CH:13][C:12]([C:15]3[S:16][CH:17]=[CH:18][C:19]=3[NH:20][S:21]([CH:24]([CH3:26])[CH3:25])(=[O:23])=[O:22])=[CH:11][CH:10]=2)O1.C(OC(=O)[C:32]1[CH:37]=[CH:36][C:35](I)=[CH:34][CH:33]=1)C.[C:40]([O-:43])([O-])=[O:41].[Na+].[Na+].O.CO[CH2:49][CH2:50]OC>C1C=CC([P]([Pd]([P](C2C=CC=CC=2)(C2C=CC=CC=2)C2C=CC=CC=2)([P](C2C=CC=CC=2)(C2C=CC=CC=2)C2C=CC=CC=2)[P](C2C=CC=CC=2)(C2C=CC=CC=2)C2C=CC=CC=2)(C2C=CC=CC=2)C2C=CC=CC=2)=CC=1>[CH2:49]([O:43][C:40]([C:11]1[CH:10]=[CH:9][C:14]([C:36]2[CH:37]=[CH:32][CH:33]=[CH:34][CH:35]=2)=[CH:13][C:12]=1[C:15]1[S:16][CH:17]=[CH:18][C:19]=1[NH:20][S:21]([CH:24]([CH3:25])[CH3:26])(=[O:22])=[O:23])=[O:41])[CH3:50] |f:2.3.4.5,^1:56,58,77,96|. Reported procedure: Heat in a sealed tube with stirring propane-2-sulfonic acid{2-[4-(4,4,5,5-tetramethyl-[1,3,2]dioxaborolan-2-yl)-phenyl]-thiophen-3-yl}-amide (0.5 mmol), 4-iodo-benzoic acid ethyl ester (0.75 mmol), 2M Na2CO3 water solution (0.2 mL) and Pd(PPh3)4 (0.05 mmol) in 4.0 ml of an anhydrous DME to 100° C. for 24 h. Evaporate the organic solvent, prior to the addition of water (10 mL). Extract the mixture with dichloromethane (3×20 mL) and dry the combined organic phases (Na2SO4) and concentrate to furni... The reactants are N[C@@H]1CC[C@H](CC1)N (trans-1,4-diaminocyclohexane), ClC1=NC(=C2N=CNC2=N1)NC1=CC=C(C(=O)OCCN(CC)CC)C=C1 (2-(diethylamino)ethyl 4-[(2-chloro-9H-purin-6-yl)amino]benzoate). The product is N[C@@H]1CC[C@H](CC1)NC1=NC(=C2N=CNC2=N1)NC1=CC=C(C(=O)OCCN(CC)CC)C=C1 (2-(diethylamino)ethyl trans-4-[[2-[(4-aminocyclohexyl)amino]-9H-purin-6-yl]amino]benzoate). Isolated yield 1.0%. RXN SMILES: [NH2:1][C@H:2]1[CH2:7][CH2:6][C@H:5]([NH2:8])[CH2:4][CH2:3]1.Cl[C:10]1[N:18]=[C:17]2[C:13]([N:14]=[CH:15][NH:16]2)=[C:12]([NH:19][C:20]2[CH:35]=[CH:34][C:23]([C:24]([O:26][CH2:27][CH2:28][N:29]([CH2:32][CH3:33])[CH2:30][CH3:31])=[O:25])=[CH:22][CH:21]=2)[N:11]=1>>[NH2:1][C@H:2]1[CH2:7][CH2:6][C@H:5]([NH:8][C:10]2[N:18]=[C:17]3[C:13]([N:14]=[CH:15][NH:16]3)=[C:12]([NH:19][C:20]3[CH:21]=[CH:22][C:23]([C:24]([O:26][CH2:27][CH2:28][N:29]([CH2:32][CH3:33])[CH2:30][CH3:31])=[O:25])=[CH:34][CH:35]=3)[N:11]=2)[CH2:4][CH2:3]1. Reported procedure: 2850 mg of trans-1,4-diaminocyclohexane are heated to its melting point (70° C.) and 2440 mg of the product obtained in step 1 above are added. 30 mg of the expected product are thus obtained. Reactants: CC1=NC(=CC=C1)C#CC=C1CCNCC1 (2-Methyl-6-(3-piperidin-4-ylideneprop-1-ynyl)pyridine), FC=1C=C(C=C(C1)F)C#CCC1CCN(CC1)C(=O)OC(C)(C)C (tert-Butyl 4-[3-(3,5-difluorophenyl)prop-2-yn-1-yl]piperidine-1-carboxylate). The product is FC=1C=C(C=C(C1)F)C#CCC1CCNCC1 (4-[3-(3,5-Difluorophenyl)prop-2-ynyl]piperidine). RXN SMILES: CC1C=CC=C(C#CC=C2CCNCC2)N=1.[F:17][C:18]1[CH:19]=[C:20]([C:25]#[C:26][CH2:27][CH:28]2[CH2:33][CH2:32][N:31](C(OC(C)(C)C)=O)[CH2:30][CH2:29]2)[CH:21]=[C:22]([F:24])[CH:23]=1>>[F:17][C:18]1[CH:19]=[C:20]([C:25]#[C:26][CH2:27][CH:28]2[CH2:29][CH2:30][NH:31][CH2:32][CH2:33]2)[CH:21]=[C:22]([F:24])[CH:23]=1. Procedure details: The title compound was prepared following the procedure described for the Compound of Example 3, using the Compound of Example 247 instead of the Compound of Example 2. After the usual work-up procedure, the crude was used for the next step without further purification. The reactants are S([O-])(O)=O.[Na+] (sodium bisulfite), ClC1=CC(=NC(=N1)C=C)NCCC1=C(C=C(C=C1)Cl)Cl ((6-chloro-2-vinyl-pyrimidin-4-yl)-[2-(2,4-dichloro-phenyl)-ethyl]-amine), C[N+]1(CCOCC1)[O-] (4-methylmorpholine N-oxide), C1CCOC1 (THF). Reagents/catalysts: [Os](=O)(=O)(=O)=O (osmium tetroxide). Solvent: O (water), CC(=O)C (acetone), O (water). Product: ClC1=NC(=NC(=C1)NCCC1=C(C=C(C=C1)Cl)Cl)C(CO)O (1-{4-chloro-6-[2-(2,4-dichloro-phenyl)-ethylamino]-pyrimidin-2-yl}-ethane-1,2-diol). Reaction SMILES: [Cl:1][C:2]1[N:7]=C(C=C)[N:5]=[C:4]([NH:10][CH2:11][CH2:12][C:13]2[CH:18]=[CH:17][C:16]([Cl:19])=[CH:15][C:14]=2[Cl:20])[CH:3]=1.C[N+]1([O-])CC[O:25]CC1.S(=O)(O)[O-].[Na+].[CH2:34]1C[O:37][CH2:36][CH2:35]1>CC(C)=O.O.[Os](=O)(=O)(=O)=O>[Cl:1][C:2]1[CH:3]=[C:4]([NH:10][CH2:11][CH2:12][C:13]2[CH:18]=[CH:17][C:16]([Cl:19])=[CH:15][C:14]=2[Cl:20])[N:5]=[C:34]([CH:35]([OH:25])[CH2:36][OH:37])[N:7]=1 |f:2.3|. Procedure: To a solution of (6-chloro-2-vinyl-pyrimidin-4-yl)-[2-(2,4-dichloro-phenyl)-ethyl]-amine (240 mg, 0.73 mmol) in THF (2 mL), acetone (2 mL) and water (2 mL) is added 4-methylmorpholine N-oxide (342 mg, 2.92 mmol) followed by osmium tetroxide (153 μL, 0.015 mmol). After stirring the mixture at room temperature for 17 hours a solution of sodium bisulfite (728 mg, 7 mmol) in water (15 mL) is added and extracted twice with EtOAc (25 mL). The organic extracts are combined and dried over magnesium sulf... Starting materials: C(C1=CC=CC=C1)N1CC=C(CC1)C1=C(C=C(C=C1F)N1C(O[C@H](C1)CO)=O)F ((5R)-3-(4-(1-benzyl-1,2,5,6-tetrahydropyridin-4-yl)-3,5-difluorophenyl)-5-hydroxymethyloxazolidin-2-one), S1C(NN=C1)=O (3H-1,3,4-thiadiazol-2-one). The product is C(C1=CC=CC=C1)N1CC=C(CC1)C1=C(C=C(C=C1F)N1C(O[C@H](C1)CN1C(SC=N1)=O)=O)F ((5R)-3-(4-(1-Benzyl-1,2,5,6-tetrahydropyridin-4-yl)-3,5-difluorophenyl)-5-(2-oxo-3H-1,3,4-thiadiazol-3-ylmethyl)oxazolidin-2-one). The yield is 30.1%. Reaction SMILES: [CH2:1]([N:8]1[CH2:13][CH2:12][C:11]([C:14]2[C:19]([F:20])=[CH:18][C:17]([N:21]3[CH2:25][C@H:24]([CH2:26]O)[O:23][C:22]3=[O:28])=[CH:16][C:15]=2[F:29])=[CH:10][CH2:9]1)[C:2]1[CH:7]=[CH:6][CH:5]=[CH:4][CH:3]=1.[S:30]1[CH:34]=[N:33][NH:32][C:31]1=[O:35]>>[CH2:1]([N:8]1[CH2:13][CH2:12][C:11]([C:14]2[C:19]([F:20])=[CH:18][C:17]([N:21]3[CH2:25][C@H:24]([CH2:26][N:32]4[N:33]=[CH:34][S:30][C:31]4=[O:35])[O:23][C:22]3=[O:28])=[CH:16][C:15]=2[F:29])=[CH:10][CH2:9]1)[C:2]1[CH:3]=[CH:4][CH:5]=[CH:6][CH:7]=1. Procedure details: Essentially the procedure of Example 35 was used, but starting with (5R)-3-(4-(1-benzyl-1,2,5,6-tetrahydropyridin-4-yl)-3,5-difluorophenyl)-5-hydroxymethyloxazolidin-2-one (800 mg, 2 mM), and 3H-1,3,4-thiadiazol-2-one (214 mg, 2.2 mM, Helv. Chim. Acta, 1982, 65, 2606), and stirring the reaction for 18 hours. After elution from the SCX column, the gum after evaporation was triturated with diethyl ether to give the desired product (291 mg).